Task: describe an organic reaction: reactants, conditions, products, and yield. Dataset: the Open Reaction Database (ORD), a public repository of structured organic reaction records Starting materials: CCn1ncc2c(NC3CCOCC3)c(-c3nc(CC4CCN(C(=O)OC(C)(C)C)CC4)no3)cnc21, Cl, C1COCCO1. The product is CCn1ncc2c(NC3CCOCC3)c(-c3nc(CC4CCNCC4)no3)cnc21, Cl. As a reaction SMILES: [CH2:2]([CH3:3])[n:4]1[n:5][cH:6][c:7]2[c:8]1[n:9][cH:10][c:11](-[c:20]1[n:21][c:22]([CH2:25][CH:26]3[CH2:27][CH2:28][N:29]([C:32]([O:33][C:34]([CH3:35])([CH3:36])[CH3:37])=[O:38])[CH2:30][CH2:31]3)[n:23][o:24]1)[c:12]2[NH:13][CH:14]1[CH2:15][CH2:16][O:17][CH2:18][CH2:19]1.[ClH:1].[O:39]1[CH2:40][CH2:41][O:42][CH2:43][CH2:44]1>>[CH2:2]([CH3:3])[n:4]1[n:5][cH:6][c:7]2[c:8]1[n:9][cH:10][c:11](-[c:20]1[n:21][c:22]([CH2:25][CH:26]3[CH2:27][CH2:28][NH:29][CH2:30][CH2:31]3)[n:23][o:24]1)[c:12]2[NH:13][CH:14]1[CH2:15][CH2:16][O:17][CH2:18][CH2:19]1.[ClH:1]. The reactants are CC1=NC2=CC=C(C=C2C(=C1)C(F)(F)F)O (2-Methyl-4-trifluoromethyl-quinolin-6-ol), BrC1=CC(=NC2=CC=C(C=C12)OC)C (4-Bromo-6-methoxy-2-methyl-quinoline). Yields the product BrC1=CC(=NC2=CC=C(C=C12)O)C (4-Bromo-2-methyl-quinolin-6-ol). RXN SMILES: CC1C=C(C(F)(F)F)C2C(=CC=C(O)C=2)N=1.[Br:17][C:18]1[C:27]2[C:22](=[CH:23][CH:24]=[C:25]([O:28]C)[CH:26]=2)[N:21]=[C:20]([CH3:30])[CH:19]=1>>[Br:17][C:18]1[C:27]2[C:22](=[CH:23][CH:24]=[C:25]([OH:28])[CH:26]=2)[N:21]=[C:20]([CH3:30])[CH:19]=1. Procedure details: Synthesized as per 2-Methyl-4-trifluoromethyl-quinolin-6-ol using 4-Bromo-6-methoxy-2-methyl-quinoline as starting material. ESI-MS(M+H+): 238.00/240.00.